This data is from the Open Reaction Database (ORD), a public repository of structured organic reaction records. The task is: describe an organic reaction: reactants, conditions, products, and yield The reactants are O=C([O-])O, CC(C)(NS(=O)(=O)c1ccc2c3c(oc2c1)CCCC3)C(=O)O, CN(C)C=O, O=C(Cl)C(=O)Cl, ClCCCl, Cl, NO, [Na+], C1CCOC1. Product: CC(C)(NS(=O)(=O)c1ccc2c3c(oc2c1)CCCC3)C(=O)NO. As a reaction SMILES: [C:33](=[O:34])([OH:35])[O-:36].[CH3:1][C:2]([C:3](=[O:4])[OH:5])([CH3:6])[NH:7][S:8](=[O:9])(=[O:10])[c:11]1[cH:12][cH:13][c:14]2[c:15]([o:16][c:17]3[c:18]2[CH2:19][CH2:20][CH2:21][CH2:22]3)[cH:23]1.[CH3:47][N:48]([CH3:49])[CH:50]=[O:51].[Cl:24][C:25]([C:26]([Cl:27])=[O:28])=[O:29].[Cl:38][CH2:39][CH2:40][Cl:41].[ClH:30].[NH2:31][OH:32].[Na+:37].[O:42]1[CH2:43][CH2:44][CH2:45][CH2:46]1>>[CH3:1][C:2]([C:3](=[O:4])[NH:31][OH:32])([CH3:6])[NH:7][S:8](=[O:9])(=[O:10])[c:11]1[cH:12][cH:13][c:14]2[c:15]([o:16][c:17]3[c:18]2[CH2:19][CH2:20][CH2:21][CH2:22]3)[cH:23]1. The reactants are [Br-], CC(C)(C)c1csc(-c2cc3cc(C=O)ccc3o2)n1, C[Mg+], Cl, C1CCOC1. Yields the product CC(O)c1ccc2oc(-c3nc(C(C)(C)C)cs3)cc2c1. RXN SMILES: [Br-:1].[C:4]([CH3:5])([CH3:6])([CH3:7])[c:8]1[n:9][c:10](-[c:13]2[o:14][c:15]3[c:16]([cH:17]2)[cH:18][c:19]([CH:22]=[O:23])[cH:20][cH:21]3)[s:11][cH:12]1.[CH3:2][Mg+:3].[ClH:24].[O:25]1[CH2:26][CH2:27][CH2:28][CH2:29]1>>[CH3:2][CH:22]([c:19]1[cH:18][c:16]2[c:15]([o:14][c:13](-[c:10]3[n:9][c:8]([C:4]([CH3:5])([CH3:6])[CH3:7])[cH:12][s:11]3)[cH:17]2)[cH:21][cH:20]1)[OH:23]. Starting materials: ClCCl, CCOCC, O=[Cr](=O)([O-])O[Cr](=O)(=O)[O-], O=C(OCc1ccccc1)C(Cc1ccccc1)OC(=O)N1CCCC(O)C1, c1cc[nH+]cc1, c1cc[nH+]cc1. Product: O=C1CCCN(C(=O)OC(Cc2ccccc2)C(=O)OCc2ccccc2)C1. RXN SMILES: [CH2:55]([Cl:56])[Cl:57].[CH3:50][CH2:51][O:52][CH2:53][CH3:54].[Cr:29]([O:30][Cr:31]([O-:32])(=[O:33])=[O:34])([O-:35])(=[O:36])=[O:37].[OH:1][CH:2]1[CH2:3][N:4]([C:8](=[O:9])[O:10][CH:11]([C:12](=[O:13])[O:14][CH2:15][c:16]2[cH:17][cH:18][cH:19][cH:20][cH:21]2)[CH2:22][c:23]2[cH:24][cH:25][cH:26][cH:27][cH:28]2)[CH2:5][CH2:6][CH2:7]1.[nH+:38]1[cH:39][cH:40][cH:41][cH:42][cH:43]1.[nH+:44]1[cH:45][cH:46][cH:47][cH:48][cH:49]1>>[O:1]=[C:2]1[CH2:3][N:4]([C:8](=[O:9])[O:10][CH:11]([C:12](=[O:13])[O:14][CH2:15][c:16]2[cH:17][cH:18][cH:19][cH:20][cH:21]2)[CH2:22][c:23]2[cH:24][cH:25][cH:26][cH:27][cH:28]2)[CH2:5][CH2:6][CH2:7]1. Starting materials: [H-].[Na+] (sodium hydride), P(=O)(O)(O)[O-].[Na+] (sodium dihydrogen phosphate), CN(C)C(=C(C=O)C1=CC=C(C=C1)SC)C1=CC=C(C=C1)F (1-(N,N-dimethylamino)-1-(4-fluorophenyl)-2-(4-methylthiophenyl)prop-1-en-3-one), C(#N)CC(=O)N (cyanoacetamide). The solvent is CN(C=O)C (dimethylformamide), CO (methanol). Run at temperature 75 celsius, time 8 hour. The product is FC1=CC=C(C=C1)C1=C(C=C(C(N1)=O)C#N)C1=CC=C(C=C1)SC (1,2-dihydro-6-(4-fluorophenyl)-5-[4-(methylthio)phenyl]-2-oxo-pyridine-3-carbonitrile). Isolated yield 91.9%. Reaction SMILES: [H-].[Na+].CN([C:6]([C:18]1[CH:23]=[CH:22][C:21]([F:24])=[CH:20][CH:19]=1)=[C:7]([C:10]1[CH:15]=[CH:14][C:13]([S:16][CH3:17])=[CH:12][CH:11]=1)[CH:8]=O)C.[C:25]([CH2:27][C:28]([NH2:30])=[O:29])#[N:26].P([O-])(O)(O)=O.[Na+]>CN(C)C=O.CO>[F:24][C:21]1[CH:22]=[CH:23][C:18]([C:6]2[NH:30][C:28](=[O:29])[C:27]([C:25]#[N:26])=[CH:8][C:7]=2[C:10]2[CH:11]=[CH:12][C:13]([S:16][CH3:17])=[CH:14][CH:15]=2)=[CH:19][CH:20]=1 |f:0.1,4.5|. Reported procedure: To 1.45 g of 60% dispersion of sodium hydride in mineral oil (containing 869 mg, 36.2 mMol), washed once with hexane, in 20 ml of dry dimethylformamide, was added dropwise a solution of 9.42 g (29.9 mMol) of 1-(N,N-dimethylamino)-1-(4-fluorophenyl)-2-(4-methylthiophenyl)prop-1-en-3-one from Step 4, cyanoacetamide (2.59 g, 30.3 mMol), and 2.9 ml of methanol in 50 ml of dimethylformamide. After the addition was complete, the resulting dark solution was stirred overnight at 70-80° C. After cooling,... The reactants are C1(=C(C(=C(C(=C1F)F)F)N)F)N.Cl.Cl (dihydrochloride), NCC(=O)C1CN2CCC1CC2 ((±) 3-(α-aminoacetyl)-1-azabicyclo[2.2.2]octane), C(C)(=O)Cl (acetyl chloride), N1=CC=CC=C1 (pyridine). Run in C(Cl)(Cl)Cl (chloroform). Product: C(C)(=O)NCC(=O)C1CN2CCC1CC2 ((±) 3-[α-(Acetylamino)acetyl]-1-azabicyclo[2.2.2]octane). Yield: 57.6%. Reaction SMILES: C1(N)C(F)=C(F)C(F)=C(N)C=1F.Cl.Cl.[NH2:15][CH2:16][C:17]([CH:19]1[CH:24]2[CH2:25][CH2:26][N:21]([CH2:22][CH2:23]2)[CH2:20]1)=[O:18].[C:27](Cl)(=[O:29])[CH3:28].N1C=CC=CC=1>C(Cl)(Cl)Cl>[C:27]([NH:15][CH2:16][C:17]([CH:19]1[CH:24]2[CH2:23][CH2:22][N:21]([CH2:26][CH2:25]2)[CH2:20]1)=[O:18])(=[O:29])[CH3:28] |f:0.1.2|. Procedure: A suspension of the dihydrochloride salt of (±) 3-(α-aminoacetyl)-1-azabicyclo[2.2.2]octane (D14) (0.8 g; 0.0033 mole) in absolute chloroform (30 ml) was treated with acetyl chloride (0.76 g, 0.01 mole) and pyridine (4.58 g, 0.058 mole) at 0° C. for 1/2 h. The reaction was allowed to warm to room temperature for 15 h and then concentrated in vacuo. The residue was partitioned between chloroform and saturated aqueous potassium carbonate solution. The organic phase was separated, dried over sodium... The reactants are BrC=1C(=C(C(=C2C1C(=O)NC2=O)Br)Br)Br (tetrabromophthalimide), ClC1=CC=C(C=C1)S (p-chlorothiophenol), C([O-])([O-])=O.[K+].[K+] (potassium carbonate). Solvent: O1CCCC1 (tetrahydrofuran). Yields the product ClC1=CC=C(C=C1)SC1=C2C(C(=O)NC2=O)=C(C(=C1SC1=CC=C(C=C1)Cl)SC1=CC=C(C=C1)Cl)Br (3,4,5-tris-(p-chlorophenylthio)-6-bromophthalimide). Yield: 25.1%. As a reaction SMILES: Br[C:2]1[C:3](Br)=[C:4](Br)[C:5]([Br:13])=[C:6]2[C:11](=[O:12])[NH:10][C:8](=[O:9])[C:7]=12.[Cl:16][C:17]1[CH:22]=[CH:21][C:20]([SH:23])=[CH:19][CH:18]=1.C(=O)([O-])[O-].[K+].[K+]>O1CCCC1>[Cl:16][C:17]1[CH:22]=[CH:21][C:20]([S:23][C:2]2[C:3]([S:23][C:20]3[CH:21]=[CH:22][C:17]([Cl:16])=[CH:18][CH:19]=3)=[C:4]([S:23][C:20]3[CH:21]=[CH:22][C:17]([Cl:16])=[CH:18][CH:19]=3)[C:5]([Br:13])=[C:6]3[C:11]([NH:10][C:8](=[O:9])[C:7]=23)=[O:12])=[CH:19][CH:18]=1 |f:2.3.4|. Procedure details: 2 g (4.46 millimols) of tetrabromophthalimide, 1.61 g (11.15 millimols) of p-chlorothiophenol, 2.31 g (16.73 millimols) of potassium carbonate and 20 ml of tetrahydrofuran are stirred at 25° C. for 14 hours. After acidification with dilute HCl solution, the mixture is extracted with tetrahydrofuran/toluene and the extracts are dried and evaporated. After recrystallisation from toluene/cyclohexane, 0.61 g (25% of theory) of 3,4,5-tris-(p-chlorophenylthio)-6-bromophthalimide is obtained; melting p... The reactants are CC(C)(C)N1CC(OS(C)(=O)=O)CC1C(=O)NC(=O)OCc1ccccc1, CN(C)C=O, [N-]=[N+]=[N-], [Na+]. The product is CC(C)(C)N1CC(N=[N+]=[N-])CC1C(=O)NC(=O)OCc1ccccc1. Reaction SMILES: [CH2:1]([c:2]1[cH:3][cH:4][cH:5][cH:6][cH:7]1)[O:8][C:9](=[O:10])[NH:11][C:12]([CH:13]1[N:14]([C:23]([CH3:24])([CH3:25])[CH3:26])[CH2:15][CH:16]([O:18][S:19]([CH3:20])(=[O:21])=[O:22])[CH2:17]1)=[O:27].[CH3:32][N:33]([CH3:34])[CH:35]=[O:36].[N-:29]=[N+:30]=[N-:31].[Na+:28]>>[CH2:1]([c:2]1[cH:3][cH:4][cH:5][cH:6][cH:7]1)[O:8][C:9](=[O:10])[NH:11][C:12]([CH:13]1[N:14]([C:23]([CH3:24])([CH3:25])[CH3:26])[CH2:15][CH:16]([N:29]=[N+:30]=[N-:31])[CH2:17]1)=[O:27].